Dataset: the Open Reaction Database (ORD), a public repository of structured organic reaction records. Task: describe an organic reaction: reactants, conditions, products, and yield Reactants: C(C)(C)(C)OC(NC1=NC(=C(C=C1)Br)C)=O ((5-bromo-6-methyl-pyridin-2-yl)-carbamic acid tert-butyl ester), C(C)(C)(C)[Si](OC[Sn](CCCC)(CCCC)CCCC)(C)C (tert-butyl-dimethyl-tributylstannanylmethoxy-silane), ClCCCl (1,2-dichloroethane), [F-].[K+] (potassium fluoride), C(C)OCC (diethyl ether). The reagents and catalysts are Cl[Pd]([P](C1=CC=CC=C1)(C2=CC=CC=C2)C3=CC=CC=C3)([P](C4=CC=CC=C4)(C5=CC=CC=C5)C6=CC=CC=C6)Cl (bis(triphenylphosphine)palladium(II) dichloride), Cl[Pd]([P](C1=CC=CC=C1)(C2=CC=CC=C2)C3=CC=CC=C3)([P](C4=CC=CC=C4)(C5=CC=CC=C5)C6=CC=CC=C6)Cl (bis(triphenylphosphine)palladium(II) dichloride). Conditions: temperature 0 celsius, time 60 minute. Yields the product C(C)(C)(C)OC(NC1=NC(=C(C=C1)C(O[SiH2]C(C)(C)C)(C)C)C)=O ([5-(tert-butyl-dimethyl-silanyloxymethyl)-6-methyl-pyridin-2-yl]-carbamic acid tert-butyl ester). Isolated yield 47.0%. RXN SMILES: [C:1]([O:5][C:6](=[O:16])[NH:7][C:8]1[CH:13]=[CH:12][C:11](Br)=[C:10]([CH3:15])[N:9]=1)([CH3:4])([CH3:3])[CH3:2].[C:17]([Si:21](C)(C)OC[Sn](CCCC)(CCCC)CCCC)([CH3:20])([CH3:19])[CH3:18].C([O:41][CH2:42][CH3:43])C.[F-].[K+].Cl[CH2:47]CCl>Cl[Pd](Cl)([P](C1C=CC=CC=1)(C1C=CC=CC=1)C1C=CC=CC=1)[P](C1C=CC=CC=1)(C1C=CC=CC=1)C1C=CC=CC=1>[C:1]([O:5][C:6](=[O:16])[NH:7][C:8]1[CH:13]=[CH:12][C:11]([C:42]([CH3:43])([CH3:47])[O:41][SiH2:21][C:17]([CH3:20])([CH3:19])[CH3:18])=[C:10]([CH3:15])[N:9]=1)([CH3:4])([CH3:3])[CH3:2] |f:3.4,^1:52,71|. Reported procedure: A solution of (5-bromo-6-methyl-pyridin-2-yl)-carbamic acid tert-butyl ester (27.5 g, 95.8 mmol), tert-butyl-dimethyl-tributylstannanylmethoxy-silane (43.5 g, 100.2 mmol), and bis(triphenylphosphine)palladium(II) dichloride (1.00 g, 1.40 mmol) in 1,2-dichloroethane (350 mL) was stirred at reflux for 48 h. Additional bis(triphenylphosphine)palladium(II) dichloride (1.00 g, 1.40 mmol) was added every 12 h. The mixture was cooled to 0° C. and diethyl ether (300 mL) was added followed by saturated a... Reactants: NC=1C(=C(C(=NC1N)C)C(=O)OCC)NCCCC (5,6-Diamino-4-butylamino-2-methylpyridine-3-carboxylic acid, ethyl ester), C1(=CC=CC=C1)C (toluene). Run in O (water). Reaction conditions: time 5 hour. Product: C(CCC)NC1=C(C(=NC2=NC(=C(N=C21)C)C)C)C(=O)OCC (8-Butylamino-2,3,6-trimethylpyrido[2,3-b]pyrazine-7-carboxylic acid, ethyl ester). As a reaction SMILES: [NH2:1][C:2]1[C:3]([NH:15][CH2:16][CH2:17][CH2:18][CH3:19])=[C:4]([C:10]([O:12][CH2:13][CH3:14])=[O:11])[C:5]([CH3:9])=[N:6][C:7]=1[NH2:8].[C:20]1(C)[CH:25]=CC=[CH:22][CH:21]=1>O>[CH2:16]([NH:15][C:3]1[C:2]2[C:7](=[N:8][C:20]([CH3:25])=[C:21]([CH3:22])[N:1]=2)[N:6]=[C:5]([CH3:9])[C:4]=1[C:10]([O:12][CH2:13][CH3:14])=[O:11])[CH2:17][CH2:18][CH3:19]. Procedure: 26.6 g. of 5,6-Diamino-4-butylamino-2-methylpyridine-3-carboxylic acid, ethyl ester (0.1 Mol) are dissolved in 150 ml. of toluene. 9 g. of diacetyl are added and the mixture is refluxed while the water formed is removed by a water separator. After about 5 hours, the theoretical amount of water is separated and the solution is evaporated to dryness. The dark oily residue is extracted twice with 100 ml. portions of gasoline and addition of activated charcoal. The gasoline extracts are combined and... The reactants are O(C1=CC=CC=C1)CCCBr (3-phenoxypropyl bromide), N12C[C@H](C(CC1)CC2)OC(=O)C2(CCCCCC2)C2=CC=CC=C2 (1-phenyl -cycloheptanecarboxylic acid (S)-(1-aza-bicyclo[2.2.2]oct-3-yl)ester). The solvent is C(C)#N (acetonitrile). Run at time 72 hour. Yields the product C(=O)[O-].O(C1=CC=CC=C1)CCC[N+]12C[C@H](C(CC1)CC2)OC(=O)C2(CCCCCC2)C2=CC=CC=C2 ((S)-1-(3-Phenoxy-propyl)-3-(1-phenyl-cycloheptanecarbonyloxy)-1-azonia-bicyclo[2.2.2]octane formate). RXN SMILES: [O:1]([CH2:8][CH2:9][CH2:10]Br)[C:2]1[CH:7]=[CH:6][CH:5]=[CH:4][CH:3]=1.[N:12]12[CH2:19][CH2:18][CH:15]([CH2:16][CH2:17]1)[C@H:14]([O:20][C:21]([C:23]1([C:30]3[CH:35]=[CH:34][CH:33]=[CH:32][CH:31]=3)[CH2:29][CH2:28][CH2:27][CH2:26][CH2:25][CH2:24]1)=[O:22])[CH2:13]2>C(#N)C>[CH:21]([O-:22])=[O:20].[O:1]([CH2:8][CH2:9][CH2:10][N+:12]12[CH2:19][CH2:18][CH:15]([CH2:16][CH2:17]1)[C@H:14]([O:20][C:21]([C:23]1([C:30]3[CH:31]=[CH:32][CH:33]=[CH:34][CH:35]=3)[CH2:29][CH2:28][CH2:27][CH2:26][CH2:25][CH2:24]1)=[O:22])[CH2:13]2)[C:2]1[CH:7]=[CH:6][CH:5]=[CH:4][CH:3]=1 |f:3.4|. Reported procedure: A mixture of 3-phenoxypropyl bromide (0.026 mL) was added to a solution of 1-phenyl -cycloheptanecarboxylic acid (S)-(1-aza-bicyclo[2.2.2]oct-3-yl)ester (Example 33a) (50 mg) in acetonitrile (1 mL). The reaction mixture was allowed to stir at room temperature for 72 hrs then heated to 50° C. for 3 days. The volatiles were evaporated and the residue purified by silica gel chromatography eluting with 0-10% MeOH/dichloromethane to give 57 mg of a hygroscopic foam. Further purification was achieved ... Reactants: [C@H]12[C@H](NC[C@@H]2CCC1)CNC(=O)C1=C(N=C2SC=CN21)C (6-methyl-imidazo[2,1-b]thiazole-5-carboxylic acid-[(1S,2S,5R)-3-aza-bicyclo[3.3.0]oct-2-ylmethyl]-amide), C(C)C1=CC=C(C=C1)C1=C(N=C(S1)C)C(=O)O (5-(4-ethyl-phenyl)-2-methyl-thiazole-4-carboxylic acid). Yields the product C(C)C1=CC=C(C=C1)C1=C(N=C(S1)C)C(=O)N1[C@@H]([C@H]2CCC[C@H]2C1)CNC(=O)C1=C(N=C2SC=CN21)C (6-Methyl-imidazo[2,1-b]thiazole-5-carboxylic acid-(1S,2S,5R)-{3-[5-(4-ethyl-phenyl)-2-methyl-thiazole-4-carbonyl]-3-aza-bicyclo[3.3.0]oct-2-ylmethyl}-amide). As a reaction SMILES: [C@H:1]12[CH2:8][CH2:7][CH2:6][C@H:5]1[CH2:4][NH:3][C@@H:2]2[CH2:9][NH:10][C:11]([C:13]1[N:20]2[C:16]([S:17][CH:18]=[CH:19]2)=[N:15][C:14]=1[CH3:21])=[O:12].[CH2:22]([C:24]1[CH:29]=[CH:28][C:27]([C:30]2[S:34][C:33]([CH3:35])=[N:32][C:31]=2[C:36](O)=[O:37])=[CH:26][CH:25]=1)[CH3:23]>>[CH2:22]([C:24]1[CH:25]=[CH:26][C:27]([C:30]2[S:34][C:33]([CH3:35])=[N:32][C:31]=2[C:36]([N:3]2[CH2:4][C@H:5]3[C@H:1]([CH2:8][CH2:7][CH2:6]3)[C@H:2]2[CH2:9][NH:10][C:11]([C:13]2[N:20]3[C:16]([S:17][CH:18]=[CH:19]3)=[N:15][C:14]=2[CH3:21])=[O:12])=[O:37])=[CH:28][CH:29]=1)[CH3:23]. Procedure: prepared by reaction of 6-methyl-imidazo[2,1-b]thiazole-5-carboxylic acid-[(1S,2S,5R)-3-aza-bicyclo[3.3.0]oct-2-ylmethyl]-amide with 5-(4-ethyl-phenyl)-2-methyl-thiazole-4-carboxylic acid. The reactants are CC(C)[Si](C(C)C)(C(C)C)n1cc(C2(O)CCN(Cc3ccccc3)CC2)c(-c2ccncc2)c1-c1ccc(F)cc1, CO. Product: CC(C)[Si](C(C)C)(C(C)C)n1cc(C2(O)CCNCC2)c(-c2ccncc2)c1-c1ccc(F)cc1. As a reaction SMILES: [CH2:1]([c:2]1[cH:3][cH:4][cH:5][cH:6][cH:7]1)[N:8]1[CH2:9][CH2:10][C:11]([OH:14])([c:15]2[c:16](-[c:37]3[cH:38][cH:39][n:40][cH:41][cH:42]3)[c:17](-[c:30]3[cH:31][cH:32][c:33]([F:36])[cH:34][cH:35]3)[n:18]([Si:20]([CH:21]([CH3:22])[CH3:23])([CH:24]([CH3:25])[CH3:26])[CH:27]([CH3:28])[CH3:29])[cH:19]2)[CH2:12][CH2:13]1.[CH3:43][OH:44]>>[NH:8]1[CH2:9][CH2:10][C:11]([OH:14])([c:15]2[c:16](-[c:37]3[cH:38][cH:39][n:40][cH:41][cH:42]3)[c:17](-[c:30]3[cH:31][cH:32][c:33]([F:36])[cH:34][cH:35]3)[n:18]([Si:20]([CH:21]([CH3:22])[CH3:23])([CH:24]([CH3:25])[CH3:26])[CH:27]([CH3:28])[CH3:29])[cH:19]2)[CH2:12][CH2:13]1. The reactants are C(C)C1(COC2=C(N1)C(=CC=C2)[N+](=O)[O-])C2=NC=CC=C2 (3-Ethyl-5-nitro-3-pyridin-2-yl-3,4-dihydro-2H-1,4-benzoxazine). The solvent is CO (methanol). Reaction conditions: time 2 hour. The product is C(C)C1(COC=2C(N1)=C(C=CC2)N)C2=NC=CC=C2 (3-ethyl-3-pyridin-2-yl-3,4-dihydro-2H-1,4-benzoxazin-5-amine). Isolated yield 6.5%. RXN SMILES: [CH2:1]([C:3]1([C:16]2[CH:21]=[CH:20][CH:19]=[CH:18][N:17]=2)[NH:8][C:7]2[C:9]([N+:13]([O-])=O)=[CH:10][CH:11]=[CH:12][C:6]=2[O:5][CH2:4]1)[CH3:2]>CO>[CH2:1]([C:3]1([C:16]2[CH:21]=[CH:20][CH:19]=[CH:18][N:17]=2)[NH:8][C:7]2=[C:9]([NH2:13])[CH:10]=[CH:11][CH:12]=[C:6]2[O:5][CH2:4]1)[CH3:2]. Procedure details: 3-Ethyl-5-nitro-3-pyridin-2-yl-3,4-dihydro-2H-1,4-benzoxazine (10 mg, 0.3 mmol) was dissolved in methanol (10 mL) in a Parr bottle, degassed with nitrogen, and palladium (10% on carbon) (10 mg) was added. The reaction vessel was pressurized to 50 PSI with hydrogen and shaken for 2 h. The reaction mixture was filtered and concentrated to give crude 3-ethyl-3-pyridin-2-yl-3,4-dihydro-2H-1,4-benzoxazin-5-amine (0.005 g, 40%). LCMS calculated for C15H18N3O (M+H)+: m/z=256.1. found: 256.0.